Dataset: the Open Reaction Database (ORD), a public repository of structured organic reaction records. Task: describe an organic reaction: reactants, conditions, products, and yield Starting materials: FC1=CC2=C(C(=NO2)C2CCN(CC2)CCN2C(C=3C(C2=O)=CC=CC3)=O)C=C1 (N-[2-[4-(6-fluoro-1,2-benzisoxazol-3-yl)-1-piperidinyl]ethyl]phthalimide), Cl (HCl). Run in ClCCl.C(C)O (dichloromethane ethanol), CCOCC (ether). Product: Cl.FC1=CC2=C(C(=NO2)C2CCN(CC2)CCN2C(C=3C(C2=O)=CC=CC3)=O)C=C1 (N-[2-[4-(6-Fluoro-1,2-benzisoxazol-3-yl)-1-piperidinyl]ethyl]phthalimide hydrochloride). Reaction SMILES: [F:1][C:2]1[CH:29]=[CH:28][C:5]2[C:6]([CH:9]3[CH2:14][CH2:13][N:12]([CH2:15][CH2:16][N:17]4[C:21](=[O:22])[C:20]5=[CH:23][CH:24]=[CH:25][CH:26]=[C:19]5[C:18]4=[O:27])[CH2:11][CH2:10]3)=[N:7][O:8][C:4]=2[CH:3]=1.[ClH:30]>ClCCl.C(O)C.CCOCC>[ClH:30].[F:1][C:2]1[CH:29]=[CH:28][C:5]2[C:6]([CH:9]3[CH2:14][CH2:13][N:12]([CH2:15][CH2:16][N:17]4[C:18](=[O:27])[C:19]5=[CH:26][CH:25]=[CH:24][CH:23]=[C:20]5[C:21]4=[O:22])[CH2:11][CH2:10]3)=[N:7][O:8][C:4]=2[CH:3]=1 |f:2.3,5.6|. Procedure details: To a solution of 8.0 g of N-[2-[4-(6-fluoro-1,2-benzisoxazol-3-yl)-1-piperidinyl]ethyl]phthalimide in dichloromethane/ethanol (150 ml) was added 1M-HCl in ether. The salt crystallized out rapidly. It was filtered off, washed with ethanol and dried to afford 8.15 g with m.p.=257°-259° C., dec. Recrystallization provided 7.20 g of pure white salt, with m.p. unchanged. The reactants are CCOC(=O)CCCc1cc(C(=O)c2ccc(OC(C)=O)cc2)c2ccccn12, CCO, [H-], [Na+], C1CCOC1. The product is CCOC(=O)CCCc1cc(C(=O)c2ccc(O)cc2)c2ccccn12. Reaction SMILES: [C:3](=[O:4])([CH3:5])[O:6][c:7]1[cH:8][cH:9][c:10]([C:11](=[O:12])[c:13]2[cH:14][c:15]([CH2:22][CH2:23][CH2:24][C:25](=[O:26])[O:27][CH2:28][CH3:29])[n:16]3[cH:17][cH:18][cH:19][cH:20][c:21]23)[cH:30][cH:31]1.[CH3:32][CH2:33][OH:34].[H-:1].[Na+:2].[O:35]1[CH2:36][CH2:37][CH2:38][CH2:39]1>>[OH:6][c:7]1[cH:8][cH:9][c:10]([C:11](=[O:12])[c:13]2[cH:14][c:15]([CH2:22][CH2:23][CH2:24][C:25](=[O:26])[O:27][CH2:28][CH3:29])[n:16]3[cH:17][cH:18][cH:19][cH:20][c:21]23)[cH:30][cH:31]1. Starting materials: BrC=1C=NC=C(C1)Br (3,5-dibromopyridine), ClC1=CC=C(C=C1)C1=CC(=NC(=C1)C)I (4-(4-chloro-phenyl)-2-iodo-6-methyl-pyridine), BrC=1C(=NC=CC1)B(O)O (3-bromo-pyridine-boronic acid). Product: BrC=1C=C(C=NC1)C1=NC(=CC(=C1)C1=CC=C(C=C1)Cl)C (5′-Bromo-4-(4-chloro-phenyl)-6-methyl-[2,3′]bipyridinyl), solid. Yield: 57.0%. RXN SMILES: [Cl:1][C:2]1[CH:7]=[CH:6][C:5]([C:8]2[CH:13]=[C:12]([CH3:14])[N:11]=[C:10](I)[CH:9]=2)=[CH:4][CH:3]=1.[Br:16][C:17]1[C:18](B(O)O)=[N:19][CH:20]=[CH:21][CH:22]=1.BrC1C=NC=C(Br)C=1>>[Br:16][C:17]1[CH:22]=[C:21]([C:10]2[CH:9]=[C:8]([C:5]3[CH:6]=[CH:7][C:2]([Cl:1])=[CH:3][CH:4]=3)[CH:13]=[C:12]([CH3:14])[N:11]=2)[CH:20]=[N:19][CH:18]=1. Reported procedure: The title compound was prepared from 4-(4-chloro-phenyl)-2-iodo-6-methyl-pyridine (example A.29) (2.15 g, 6.5 mmol) and commercially available 3-bromo-pyridine-boronic acid [CAS-No. 452972-09-07] (alternatively prepared from commercially available 3,5-dibromopyridine according to Tetrahedron 2002, 58(17), 3323 or Synthesis 2003, (7), 1035) (1.448 g, 7.1 mmol) according to the general procedure IVb. Obtained as a white solid (1.35 g, 57%). MS (ISP) 358.9 [(M+H)+], 360.9 [(M+2+H)+] and 363.0 [(M+4... Starting materials: O=C(CNC(=O)c1cccc(C(F)(F)F)c1)NC1CNC1, O=C1CCC(c2ccc3oc(=O)[nH]c3c2)CC1. Yields the product O=C(CNC(=O)c1cccc(C(F)(F)F)c1)NC1CN(C2CCC(c3ccc4oc(=O)[nH]c4c3)CC2)C1. Reaction SMILES: [NH:18]1[CH2:19][CH:20]([NH:22][C:23](=[O:24])[CH2:25][NH:26][C:27]([c:28]2[cH:29][c:30]([C:34]([F:35])([F:36])[F:37])[cH:31][cH:32][cH:33]2)=[O:38])[CH2:21]1.[O:1]=[C:2]1[CH2:3][CH2:4][CH:5]([c:8]2[cH:9][cH:10][c:11]3[c:12]([nH:13][c:14](=[O:16])[o:15]3)[cH:17]2)[CH2:6][CH2:7]1>>[CH:2]1([N:18]2[CH2:19][CH:20]([NH:22][C:23](=[O:24])[CH2:25][NH:26][C:27]([c:28]3[cH:29][c:30]([C:34]([F:35])([F:36])[F:37])[cH:31][cH:32][cH:33]3)=[O:38])[CH2:21]2)[CH2:3][CH2:4][CH:5]([c:8]2[cH:9][cH:10][c:11]3[c:12]([nH:13][c:14](=[O:16])[o:15]3)[cH:17]2)[CH2:6][CH2:7]1. Starting materials: OC=1C=C2C(=NC=NC2=CC1OC)NC1=CC(=C(C=C1)OCC1=NC=CC=C1)C (6-hydroxy-7-methoxy-4-[3-methyl-4-(2-pyridylmethoxy)anilino]quinazoline), O1CCN(CC1)CCCCl (3-morpholinopropyl chloride). The product is COC1=C(C=C2C(=NC=NC2=C1)NC1=CC(=C(C=C1)OCC1=NC=CC=C1)C)OCCCN1CCOCC1 (7-methoxy-4-[3-methyl-4-(2-pyridylmethoxy)anilino]-6-(3-morpholinopropoxy)quinazoline). Isolated yield 53.0%. RXN SMILES: [OH:1][C:2]1[CH:3]=[C:4]2[C:9](=[CH:10][C:11]=1[O:12][CH3:13])[N:8]=[CH:7][N:6]=[C:5]2[NH:14][C:15]1[CH:20]=[CH:19][C:18]([O:21][CH2:22][C:23]2[CH:28]=[CH:27][CH:26]=[CH:25][N:24]=2)=[C:17]([CH3:29])[CH:16]=1.[O:30]1[CH2:35][CH2:34][N:33]([CH2:36][CH2:37][CH2:38]Cl)[CH2:32][CH2:31]1>>[CH3:13][O:12][C:11]1[CH:10]=[C:9]2[C:4]([C:5]([NH:14][C:15]3[CH:20]=[CH:19][C:18]([O:21][CH2:22][C:23]4[CH:28]=[CH:27][CH:26]=[CH:25][N:24]=4)=[C:17]([CH3:29])[CH:16]=3)=[N:6][CH:7]=[N:8]2)=[CH:3][C:2]=1[O:1][CH2:38][CH2:37][CH2:36][N:33]1[CH2:34][CH2:35][O:30][CH2:31][CH2:32]1. Procedure: Using an analogous procedure to that described in Example 38, 6-hydroxy-7-methoxy-4-[3-methyl-4-(2-pyridylmethoxy)anilino]quinazoline was reacted with 3-morpholinopropyl chloride to give 7-methoxy-4-[3-methyl-4-(2-pyridylmethoxy)anilino]-6-(3-morpholinopropoxy)quinazoline in 53% yield; Starting materials: C=CCCN1CCN(C(=O)OC(C)(C)C)CC1=O, CC(C)=O, [O-][I+3]([O-])([O-])[O-], [Na+], O, O=[Os](=O)(=O)=O. Yields the product CC(C)(C)OC(=O)N1CCN(CCC=O)C(=O)C1. RXN SMILES: [CH2:1]([CH2:2][CH:3]=[CH2:4])[N:5]1[C:6](=[O:18])[CH2:7][N:8]([C:11](=[O:12])[O:13][C:14]([CH3:15])([CH3:16])[CH3:17])[CH2:9][CH2:10]1.[CH3:26][C:27](=[O:28])[CH3:29].[I+3:20]([O-:21])([O-:22])([O-:23])[O-:24].[Na+:25].[OH2:19].[Os:30](=[O:31])(=[O:32])(=[O:33])=[O:34]>>[CH2:1]([CH2:2][CH:3]=[O:21])[N:5]1[C:6](=[O:18])[CH2:7][N:8]([C:11](=[O:12])[O:13][C:14]([CH3:15])([CH3:16])[CH3:17])[CH2:9][CH2:10]1.